From a dataset of the Open Reaction Database (ORD), a public repository of structured organic reaction records. describe an organic reaction: reactants, conditions, products, and yield Starting materials: C=1N=CN2C1C(CCC2)=O (6,7-dihydro-5H-imidazo[1,5-a]pyridin-8-one), C1(=CC=CC=C1)[Mg]Br (phenylmagnesium bromide). The product is C1(=CC=CC=C1)C1(C=2N(CCC1)C=NC2)O (8-Phenyl-5,6,7,8-tetrahydroimidazo[1,5-a]pyridin-8-ol). As a reaction SMILES: [CH:1]1[N:2]=[CH:3][N:4]2[CH2:9][CH2:8][CH2:7][C:6](=[O:10])[C:5]=12.[C:11]1([Mg]Br)[CH:16]=[CH:15][CH:14]=[CH:13][CH:12]=1>>[C:11]1([C:6]2([OH:10])[CH2:7][CH2:8][CH2:9][N:4]3[CH:3]=[N:2][CH:1]=[C:5]23)[CH:16]=[CH:15][CH:14]=[CH:13][CH:12]=1. Procedure details: In analogy to Example 3a 6,7-dihydro-5H-imidazo[1,5-a]pyridin-8-one [426219-51-4] and phenylmagnesium bromide solution [100-58-3] (1M in tetrahydrofuran) are reacted. The title compound is obtained as a beige solid. Rt=4.10 (Gradient 1). Reactants: COC(=O)C1=C(NC=2N(C1C1=CC(=CC=C1)[N+](=O)[O-])C=CN2)C (6-methoxycarbonyl-7-methyl-5-(3-nitrophenyl)-5,8-dihydroimidazo[1,2-a]pyrimidine), 10. Reagents/catalysts: [C].[Pd] (palladium-carbon). Solvent: C(C)(=O)O (acetic acid). Run at time 5 hour. Yields the product NC=1C=C(C=CC1)C1C(=C(NC=2N1C=CN2)C)C(=O)OC (5-(3-aminophenyl)-6-methoxycarbonyl-7-methyl-5,8-dihydroimidazo[1,2-a]pyrimidine). The yield is 60.8%. RXN SMILES: [CH3:1][O:2][C:3]([C:5]1[CH:10]([C:11]2[CH:16]=[CH:15][CH:14]=[C:13]([N+:17]([O-])=O)[CH:12]=2)[N:9]2[CH:20]=[CH:21][N:22]=[C:8]2[NH:7][C:6]=1[CH3:23])=[O:4]>[C].[Pd].C(O)(=O)C>[NH2:17][C:13]1[CH:12]=[C:11]([CH:10]2[N:9]3[CH:20]=[CH:21][N:22]=[C:8]3[NH:7][C:6]([CH3:23])=[C:5]2[C:3]([O:2][CH3:1])=[O:4])[CH:16]=[CH:15][CH:14]=1 |f:1.2|. Procedure details: A mixture of 20.0 g of 6-methoxycarbonyl-7-methyl-5-(3-nitrophenyl)-5,8-dihydroimidazo[1,2-a]pyrimidine, 200 ml of acetic acid and 3.0 g of 10 palladium-carbon is stirred at room temperature for 5 hours under hydrogen gas. After an insoluble material is filtered off, the filtrate is neutralized with sodium bicarbonate, and extracted with chloroform. The extract is dried and the solvent is distilled off under reduced pressure. The precipitated pale yellow crystals are collected by filtration and ... RXN SMILES: [Br-:1].[CH3:2][Mg+:3].[CH3:37][CH2:38][O:39][CH2:40][CH3:41].[Cl-:35].[Cl:4][c:5]1[cH:6][cH:7][c:8](-[c:11]2[cH:12][cH:13][c:14]([C:17]#[C:18][c:19]3[cH:20][cH:21][c:22]([O:27][CH2:28][CH2:29][N:30]4[CH2:31][CH2:32][CH2:33][CH2:34]4)[c:23]([CH:24]=[O:25])[cH:26]3)[n:15][cH:16]2)[cH:9][cH:10]1.[NH4+:36]>>[CH3:2][CH:24]([c:23]1[c:22]([O:27][CH2:28][CH2:29][N:30]2[CH2:31][CH2:32][CH2:33][CH2:34]2)[cH:21][cH:20][c:19]([C:18]#[C:17][c:14]2[cH:13][cH:12][c:11](-[c:8]3[cH:7][cH:6][c:5]([Cl:4])[cH:10][cH:9]3)[cH:16][n:15]2)[cH:26]1)[OH:25]. The product is CC(O)c1cc(C#Cc2ccc(-c3ccc(Cl)cc3)cn2)ccc1OCCN1CCCC1. The reactants are [Br-], C[Mg+], CCOCC, [Cl-], O=Cc1cc(C#Cc2ccc(-c3ccc(Cl)cc3)cn2)ccc1OCCN1CCCC1, [NH4+].